From a dataset of the Open Reaction Database (ORD), a public repository of structured organic reaction records. describe an organic reaction: reactants, conditions, products, and yield As a reaction SMILES: [C:1]([O-:4])(=[O:3])[CH3:2].[K+].Br[CH2:7][C:8]1[CH:13]=[CH:12][CH:11]=[CH:10][C:9]=1[C:14]1[CH:18]=[C:17]([C:19]2[CH:24]=[CH:23][CH:22]=[CH:21][CH:20]=2)[O:16][N:15]=1>C(O)(=O)C>[C:1]([O:4][CH2:7][C:8]1[CH:13]=[CH:12][CH:11]=[CH:10][C:9]=1[C:14]1[CH:18]=[C:17]([C:19]2[CH:24]=[CH:23][CH:22]=[CH:21][CH:20]=2)[O:16][N:15]=1)(=[O:3])[CH3:2] |f:0.1|. Procedure details: A mixture of 12.5 g. potassium acetate (0.128 mole), 20.1 g. (0.064 mole) α-bromo-o-(5-phenyl-3-isoxazolyl)toluene and 200 ml. acetic acid is refluxed for 22 hours. The mixture is cooled and the acetic acid evaporated in vacuo. The residue is distilled on high vacuum and the fraction distilling at 140°-150° C. (0.25 mm) is collected and then crystallized from peteroleum ether containing a small amount of ether to give o-(5-phenyl-3-isoxazolyl)benzyl acetate; m.p. 50° to 62° C. Starting materials: C(C)(=O)[O-].[K+] (potassium acetate), BrCC1=C(C=CC=C1)C1=NOC(=C1)C1=CC=CC=C1 (α-bromo-o-(5-phenyl-3-isoxazolyl)toluene). Solvent: C(C)(=O)O (acetic acid). The product is C(C)(=O)OCC1=C(C=CC=C1)C1=NOC(=C1)C1=CC=CC=C1 (o-(5-phenyl-3-isoxazolyl)benzyl acetate). The reactants are O=C([O-])[O-], CCOC(=O)C(C)Oc1cc(Cl)nc(SCc2cccc(F)c2F)n1, Cn1cnc(S(N)(=O)=O)c1, CC(C)c1cc(C(C)C)c(-c2ccccc2P(C2CCCCC2)C2CCCCC2)c(C(C)C)c1, [Cs+], [Cs+], O=C(C=Cc1ccccc1)C=Cc1ccccc1, C1COCCO1, O=C(C=Cc1ccccc1)C=Cc1ccccc1, O=C(C=Cc1ccccc1)C=Cc1ccccc1, [Pd], [Pd]. The product is CCOC(=O)C(C)Oc1cc(NS(=O)(=O)c2cn(C)cn2)nc(SCc2cccc(F)c2F)n1. As a reaction SMILES: [C:45](=[O:46])([O-:47])[O-:48].[CH2:51]([CH3:52])[O:53][C:54]([CH:55]([CH3:56])[O:57][c:58]1[n:59][c:60]([S:65][CH2:66][c:67]2[c:68]([F:74])[c:69]([F:73])[cH:70][cH:71][cH:72]2)[n:61][c:62]([Cl:64])[cH:63]1)=[O:75].[CH3:1][n:2]1[cH:3][n:4][c:5]([S:7](=[O:8])(=[O:9])[NH2:10])[cH:6]1.[CH:11]1([P:12]([CH:13]2[CH2:14][CH2:15][CH2:16][CH2:17][CH2:18]2)[c:19]2[cH:20][cH:21][cH:22][cH:23][c:24]2-[c:25]2[c:26]([CH:27]([CH3:28])[CH3:29])[cH:30][c:31]([CH:32]([CH3:33])[CH3:34])[cH:35][c:36]2[CH:37]([CH3:38])[CH3:39])[CH2:40][CH2:41][CH2:42][CH2:43][CH2:44]1.[Cs+:49].[Cs+:50].[O:114]=[C:115]([CH:116]=[CH:117][c:118]1[cH:119][cH:120][cH:121][cH:122][cH:123]1)[CH:124]=[CH:125][c:126]1[cH:127][cH:128][cH:129][cH:130][cH:131]1.[O:132]1[CH2:133][CH2:134][O:135][CH2:136][CH2:137]1.[O:78]=[C:79]([CH:80]=[CH:81][c:82]1[cH:83][cH:84][cH:85][cH:86][cH:87]1)[CH:88]=[CH:89][c:90]1[cH:91][cH:92][cH:93][cH:94][cH:95]1.[O:96]=[C:97]([CH:98]=[CH:99][c:100]1[cH:101][cH:102][cH:103][cH:104][cH:105]1)[CH:106]=[CH:107][c:108]1[cH:109][cH:110][cH:111][cH:112][cH:113]1.[Pd:76].[Pd:77]>>[CH3:1][n:2]1[cH:3][n:4][c:5]([S:7](=[O:8])(=[O:9])[NH:10][c:62]2[n:61][c:60]([S:65][CH2:66][c:67]3[c:68]([F:74])[c:69]([F:73])[cH:70][cH:71][cH:72]3)[n:59][c:58]([O:57][CH:55]([C:54]([O:53][CH2:51][CH3:52])=[O:75])[CH3:56])[cH:63]2)[cH:6]1.